From a dataset of the Open Reaction Database (ORD), a public repository of structured organic reaction records. describe an organic reaction: reactants, conditions, products, and yield Starting materials: solution, C[Si](C)(C)[N-][Si](C)(C)C.[Li+] (lithium bis(trimethylsilyl)amide), C1CCOC1 (THF), NC1=NC=C(C=C1)Br (2-amino-5-bromopyridine), N1CCOCC1 (Morpholine), CN(C)C1=CC=CC=C1C2=CC=CC=C2P(C3CCCCC3)C4CCCCC4 (Davephos). The reagents and catalysts are C=1C=CC(=CC1)/C=C/C(=O)/C=C/C2=CC=CC=C2.C=1C=CC(=CC1)/C=C/C(=O)/C=C/C2=CC=CC=C2.C=1C=CC(=CC1)/C=C/C(=O)/C=C/C2=CC=CC=C2.[Pd].[Pd] (tris(dibenzylideneacetone)dipalladium(0)). The solvent is O (Water), C(C)(C)(C)O (t-butanol). The product is N1(CCOCC1)C=1C=CC(=NC1)N (5-morpholin-4-ylpyridin-2-ylamine). As a reaction SMILES: [NH2:1][C:2]1[CH:7]=[CH:6][C:5](Br)=[CH:4][N:3]=1.[NH:9]1[CH2:14][CH2:13][O:12][CH2:11][CH2:10]1.CN(C1C(C2C(P(C3CCCCC3)C3CCCCC3)=CC=CC=2)=CC=CC=1)C.C[Si]([N-][Si](C)(C)C)(C)C.[Li+].C1COCC1>C(O)(C)(C)C.C1C=CC(/C=C/C(/C=C/C2C=CC=CC=2)=O)=CC=1.C1C=CC(/C=C/C(/C=C/C2C=CC=CC=2)=O)=CC=1.C1C=CC(/C=C/C(/C=C/C2C=CC=CC=2)=O)=CC=1.[Pd].[Pd].O>[N:9]1([C:5]2[CH:6]=[CH:7][C:2]([NH2:1])=[N:3][CH:4]=2)[CH2:14][CH2:13][O:12][CH2:11][CH2:10]1 |f:3.4,7.8.9.10.11|. Reported procedure: A solution of 2-amino-5-bromopyridine (2.0 g, 0.011 mol) in t-butanol (5 ml) is degassed with nitrogen for 5 min. Morpholine (1.4 g, 0.016 mol), Davephos (0.4 g, 0.001 mol) and tris(dibenzylideneacetone)dipalladium(0) (0.25 g, 0.027 mmol) is added. A 1.6M solution of lithium bis(trimethylsilyl)amide in THF (5.51 g, 0.033 mol) is then added dropwise. The reaction mixture is irradiated in the microwave at 150° C. for 2 h. Water is added (30 ml), and the mixture is extracted with ethyl acetate (2×1... RXN SMILES: [CH2:3]([CH3:4])[O:5][C:6](=[O:7])[C:8]1([CH2:22][O:23][c:24]2[cH:25][cH:26][c:27](-[c:30]3[cH:31][cH:32][c:33]([C:36]#[N:37])[cH:34][cH:35]3)[cH:28][cH:29]2)[CH2:9][N:10]([C:13]([c:14]2[cH:15][cH:16][c:17]([F:20])[cH:18][cH:19]2)=[O:21])[CH2:11][CH2:12]1.[CH3:38][CH2:39][OH:40].[Li+:1].[OH-:2].[OH2:41]>>[O:5]=[C:6]([OH:7])[C:8]1([CH2:22][O:23][c:24]2[cH:25][cH:26][c:27](-[c:30]3[cH:31][cH:32][c:33]([C:36]#[N:37])[cH:34][cH:35]3)[cH:28][cH:29]2)[CH2:9][N:10]([C:13]([c:14]2[cH:15][cH:16][c:17]([F:20])[cH:18][cH:19]2)=[O:21])[CH2:11][CH2:12]1. The reactants are CCOC(=O)C1(COc2ccc(-c3ccc(C#N)cc3)cc2)CCN(C(=O)c2ccc(F)cc2)C1, CCO, [Li+], [OH-], O. Yields the product N#Cc1ccc(-c2ccc(OCC3(C(=O)O)CCN(C(=O)c4ccc(F)cc4)C3)cc2)cc1. Reactants: CC(C)(C)[Si](C)(C)OCCBr, Nc1ncnn2c(C3CCNC3)cc(-c3ccc4cn(Cc5ccccc5)nc4c3)c12. The product is CC(C)(C)[Si](C)(C)OCCN1CCC(c2cc(-c3ccc4cn(Cc5ccccc5)nc4c3)c3c(N)ncnn23)C1. As a reaction SMILES: [Br:32][CH2:33][CH2:34][O:35][Si:36]([CH3:37])([CH3:38])[C:39]([CH3:40])([CH3:41])[CH3:42].[CH2:1]([c:2]1[cH:3][cH:4][cH:5][cH:6][cH:7]1)[n:8]1[n:9][c:10]2[cH:11][c:12](-[c:17]3[cH:18][c:19]([CH:27]4[CH2:28][NH:29][CH2:30][CH2:31]4)[n:20]4[n:21][cH:22][n:23][c:24]([NH2:26])[c:25]34)[cH:13][cH:14][c:15]2[cH:16]1>>[CH2:1]([c:2]1[cH:3][cH:4][cH:5][cH:6][cH:7]1)[n:8]1[n:9][c:10]2[cH:11][c:12](-[c:17]3[cH:18][c:19]([CH:27]4[CH2:28][N:29]([CH2:33][CH2:34][O:35][Si:36]([CH3:37])([CH3:38])[C:39]([CH3:40])([CH3:41])[CH3:42])[CH2:30][CH2:31]4)[n:20]4[n:21][cH:22][n:23][c:24]([NH2:26])[c:25]34)[cH:13][cH:14][c:15]2[cH:16]1. Product: NC(C(=O)N(C)C(C(C1=CC=CC=C1)O)C)CCCC1OCCO1 (α-amino-N-(2-hydroxy-1-methyl-2-phenylethyl)-N-methyl-1,3-dioxolane-2-pentanamide). Reported procedure: A 0.5-1, 5-necked, round-bottom flask, equipped with an overhead stirrer, thermocouple, addition funnel and a nitrogen inlet/outlet was charged with diisopropylamine (45.52 g) and tetrahydrofuran (175 ml). After cooling to −50° C., a 2.49M solution of freshly titrated n-butyllithium in hexanes (176.7 ml) was added while maintaining the temperature at −5° C. to 21° C. This mixture was allowed to stir at 21° C. for 45 minutes and was then cooled to −5° C. This cooled solution was added to a tetrah... Solvent: hexanes. RXN SMILES: C(NC(C)C)(C)C.[CH2:8]([Li])[CH2:9][CH2:10][CH3:11].[OH2:13].[OH:14][CH:15]([C:24]1[CH:29]=[CH:28][CH:27]=[CH:26][CH:25]=1)[CH:16]([N:18]([CH3:23])[C:19](=[O:22])[CH2:20][NH2:21])[CH3:17].[Cl-].[Li+].[O:32]1[CH2:36][CH2:35]CC1>>[NH2:21][CH:20]([CH2:11][CH2:10][CH2:9][CH:8]1[O:32][CH2:36][CH2:35][O:13]1)[C:19]([N:18]([CH:16]([CH3:17])[CH:15]([OH:14])[C:24]1[CH:29]=[CH:28][CH:27]=[CH:26][CH:25]=1)[CH3:23])=[O:22] |f:2.3,4.5|. The reactants are O.OC(C(C)N(C(CN)=O)C)C1=CC=CC=C1 (N-(2-hydroxy-1-methyl-2-phenylethyl)-N-methyl-α-aminoacetamide monohydrate), [Cl-].[Li+] (lithium chloride), O1CCCC1 (tetrahydrofuran), C(C)(C)NC(C)C (diisopropylamine), O1CCCC1 (tetrahydrofuran), solution, C(CCC)[Li] (n-butyllithium). Conditions: temperature -50 celsius, time 45 minute. Starting materials: ClCCl, COc1cc(C)c(S(=O)(=O)N2CCCCC2COCC(=O)O)c(C)c1, CCN(C(C)C)C(C)C, O=C(O)C(F)(F)F, CC(C)(C)OC(=O)N1CCC(OCCN2CCC2)(c2cccnc2)CC1, On1nnc2ccccc21. Product: COc1cc(C)c(S(=O)(=O)N2CCCCC2COCC(=O)N2CCC(OCCN3CCC3)(c3cccnc3)CC2)c(C)c1. RXN SMILES: [CH2:78]([Cl:79])[Cl:80].[CH3:34][O:35][c:36]1[cH:37][c:38]([CH3:58])[c:39]([S:43](=[O:44])(=[O:45])[N:46]2[CH:47]([CH2:52][O:53][CH2:54][C:55]([OH:56])=[O:57])[CH2:48][CH2:49][CH2:50][CH2:51]2)[c:40]([CH3:42])[cH:41]1.[CH:69]([N:70]([CH2:71][CH3:72])[CH:73]([CH3:74])[CH3:75])([CH3:76])[CH3:77].[F:27][C:28]([F:29])([F:30])[C:31]([OH:32])=[O:33].[N:1]1([CH2:5][CH2:6][O:7][C:8]2([c:21]3[cH:22][n:23][cH:24][cH:25][cH:26]3)[CH2:9][CH2:10][N:11]([C:14](=[O:15])[O:16][C:17]([CH3:18])([CH3:19])[CH3:20])[CH2:12][CH2:13]2)[CH2:2][CH2:3][CH2:4]1.[OH:59][n:60]1[c:61]2[c:62]([cH:63][cH:64][cH:65][cH:66]2)[n:67][n:68]1>>[N:1]1([CH2:5][CH2:6][O:7][C:8]2([c:21]3[cH:22][n:23][cH:24][cH:25][cH:26]3)[CH2:9][CH2:10][N:11]([C:14](=[O:15])[CH2:54][O:53][CH2:52][CH:47]3[N:46]([S:43]([c:39]4[c:38]([CH3:58])[cH:37][c:36]([O:35][CH3:34])[cH:41][c:40]4[CH3:42])(=[O:44])=[O:45])[CH2:51][CH2:50][CH2:49][CH2:48]3)[CH2:12][CH2:13]2)[CH2:2][CH2:3][CH2:4]1.